Dataset: the Open Reaction Database (ORD), a public repository of structured organic reaction records. Task: describe an organic reaction: reactants, conditions, products, and yield Starting materials: CC(C)N, CCO, Cn1nc(Cl)c2cn(Cc3cccc4ccccc34)cc2c1=O. Yields the product CC(C)Nc1nn(C)c(=O)c2cn(Cc3cccc4ccccc34)cc12. As a reaction SMILES: [CH3:1][CH:2]([CH3:3])[NH2:4].[CH3:28][CH2:29][OH:30].[Cl:5][c:6]1[c:7]2[c:8]([c:9](=[O:13])[n:10]([CH3:12])[n:11]1)[cH:14][n:15]([CH2:17][c:18]1[cH:19][cH:20][cH:21][c:22]3[cH:23][cH:24][cH:25][cH:26][c:27]13)[cH:16]2>>[CH3:1][CH:2]([CH3:3])[NH:4][c:6]1[c:7]2[c:8]([c:9](=[O:13])[n:10]([CH3:12])[n:11]1)[cH:14][n:15]([CH2:17][c:18]1[cH:19][cH:20][cH:21][c:22]3[cH:23][cH:24][cH:25][cH:26][c:27]13)[cH:16]2. The reactants are C(C)OC(CC1CCC2=C1NC=1C=CC(=CC21)F)=O ((+/−)-(7-Fluoro-1,2,3,4-tetrahydrocyclopenta[b]indol-3-yl)acetic acid ethyl ester), C(C)(=O)OCC (ethyl acetate), CO (MeOH), [OH-].[Na+] (NaOH). The solvent is O1CCCC1 (tetrahydrofuran). Run at time 2.5 hour. Product: FC1=CC=2C3=C(NC2C=C1)C(CC3)CC(=O)O ((+/−)-(7-Fluoro-1,2,3,4-tetrahydrocyclopenta[b]indol-3-yl)acetic acid). As a reaction SMILES: C([O:3][C:4](=[O:19])[CH2:5][CH:6]1[C:10]2[NH:11][C:12]3[CH:13]=[CH:14][C:15]([F:18])=[CH:16][C:17]=3[C:9]=2[CH2:8][CH2:7]1)C.CO.[OH-].[Na+].C(OCC)(=O)C>O1CCCC1>[F:18][C:15]1[CH:14]=[CH:13][C:12]2[NH:11][C:10]3[CH:6]([CH2:5][C:4]([OH:19])=[O:3])[CH2:7][CH2:8][C:9]=3[C:17]=2[CH:16]=1 |f:2.3|. Procedure details: To a solution of 1.24 g of the ester from Step 1 in 14 mL of tetrahydrofuran (THF) at room temperature, 7 mL of MeOH followed by 7 mL of 2N NaOH were added. After 2.5 h, the reaction mixture was poured into a separatory funnel containing ethyl acetate (EtOAc)/1N HCl. The phases were separated and the acidic phase was extracted twice with EtOAc. The organic layers were combined, washed with brine, dried over anhydrous Na2SO4 and evaporated to dryness to yield 1.08 g of a crude and unstable waxy b...